From a dataset of the Open Reaction Database (ORD), a public repository of structured organic reaction records. describe an organic reaction: reactants, conditions, products, and yield Starting materials: O1C(COC2=CC=C(C=C2)C=2N=NSC2)C1 (4-[4(2,3-epoxypropoxy)phenyl]-1,2,3-thiadiazole), C(C)(C)(C)N (t-butylamine). Run in C(C)(C)(C)O (t-butanol). Product: C(C)(C)(C)NCC(COC1=CC=C(C=C1)C=1N=NSC1)O (4-[4(3-t-butylamino-2-hydroxypropoxy)phenyl]-1,2,3-thiadiazole). As a reaction SMILES: [O:1]1[CH2:16][CH:2]1[CH2:3][O:4][C:5]1[CH:10]=[CH:9][C:8]([C:11]2[N:12]=[N:13][S:14][CH:15]=2)=[CH:7][CH:6]=1.[C:17]([NH2:21])([CH3:20])([CH3:19])[CH3:18]>C(O)(C)(C)C>[C:17]([NH:21][CH2:16][CH:2]([OH:1])[CH2:3][O:4][C:5]1[CH:10]=[CH:9][C:8]([C:11]2[N:12]=[N:13][S:14][CH:15]=2)=[CH:7][CH:6]=1)([CH3:20])([CH3:19])[CH3:18]. Reported procedure: To a solution of 660 mg. of 4-[4(2,3-epoxypropoxy)phenyl]-1,2,3-thiadiazole in 29.7 ml. of t-butylamine is added 3.3 ml. of t-butanol and the reaction mixture is stirred at room temperature for 24 hours. It is then evaporated to dryness under vacuo and the residue taken up in methylene chloride. The resulting solution is extracted with dilute hydrochloric acid and the aqueous phase made alkaline with sodium carbonate. It is then extracted with ethyl acetate and the organic extracts washed to neu... The reactants are CC(=O)Nc1nc(Nc2cccc(C#N)c2)c([N+](=O)[O-])c(=O)[nH]1, CC[N+](CC)(CC)CC, CN(C)c1ccccc1, CC#N, [Cl-], O=P(Cl)(Cl)Cl. Yields the product CC(=O)Nc1nc(Cl)c([N+](=O)[O-])c(Nc2cccc(C#N)c2)n1. Reaction SMILES: [C:1](#[N:2])[c:3]1[cH:4][c:5]([NH:6][c:7]2[n:8][c:9]([NH:17][C:18]([CH3:19])=[O:20])[nH:10][c:11](=[O:16])[c:12]2[N+:13](=[O:14])[O-:15])[cH:21][cH:22][cH:23]1.[CH2:42]([N+:43]([CH2:44][CH3:45])([CH2:46][CH3:47])[CH2:48][CH3:49])[CH3:50].[CH3:24][N:25]([c:26]1[cH:27][cH:28][cH:29][cH:30][cH:31]1)[CH3:32].[CH3:38][C:39]#[N:40].[Cl-:41].[P:33]([Cl:34])([Cl:35])([Cl:36])=[O:37]>>[C:1](#[N:2])[c:3]1[cH:4][c:5]([NH:6][c:7]2[n:8][c:9]([NH:17][C:18]([CH3:19])=[O:20])[n:10][c:11]([Cl:35])[c:12]2[N+:13](=[O:14])[O-:15])[cH:21][cH:22][cH:23]1. The reactants are Cl (HCl), CCOC(=O)C (EtOAc), C(C)(=O)C1=CC=C(C#N)C=C1 (4-acetylbenznitrile), [N-]=[N+]=[N-].[Na+] (sodium azide). Reagents/catalysts: [Br-].[Zn+2].[Br-] (zinc bromide). Solvent: O (water), O (water). Yields the product N=1NN=NC1C1=CC=C(C=C1)C(C)=O (1-[4-(2H-tetrazol-5-yl)-phenyl]-ethanone). RXN SMILES: [C:1]([C:4]1[CH:11]=[CH:10][C:7]([C:8]#[N:9])=[CH:6][CH:5]=1)(=[O:3])[CH3:2].[N-:12]=[N+:13]=[N-:14].[Na+].Cl.CCOC(C)=O>O.[Br-].[Zn+2].[Br-]>[N:9]1[NH:12][N:13]=[N:14][C:8]=1[C:7]1[CH:10]=[CH:11][C:4]([C:1](=[O:3])[CH3:2])=[CH:5][CH:6]=1 |f:1.2,6.7.8|. Procedure details: Ex-78A: A suspension of 4-acetylbenznitrile (2.9 g, 20.0 mmol), sodium azide (1.43 g, 22.0 mmol) and zinc bromide (4.5 g, 20.0 mmol) in water (50 mL) was refluxed for one day. Additional water (40 mL), HCl (3M, 30 mL) and EtOAc (200 mL) were added subsequently. The mixture was stirred until no solid in the aqueous layer. The mixture was then portioned. The aqueous solution was further extracted with EtOAc (3×60 mL). The combined EtOAc was concentrated. The residue was treated with NaOH (0.25 M, ... The reactants are ClC=1C=C(C=C(C1O)F)C=1C=C2C(=C(C=NC2=CC1)C(C)=O)N[C@@H]1CC[C@H](CC1)CN(C)C (1-(6-(3-chloro-5-fluoro-4-hydroxyphenyl)-4-((trans-4-((dimethylamino)methyl)cyclohexyl)amino)quinolin-3-yl)ethanone), Cl (HCl). Solvent: CO (methanol). Product: Cl.Cl.ClC=1C=C(C=C(C1O)F)C=1C=C2C(=C(C=NC2=CC1)C(C)=O)N[C@@H]1CC[C@H](CC1)CN(C)C (1-(6-(3-chloro-5-fluoro-4-hydroxyphenyl)-4-((trans-4-((dimethylamino)methyl)cyclohexyl)amino)quinolin-3-yl)ethanone dihydrochloride). Isolated yield 175.4%. As a reaction SMILES: [Cl:1][C:2]1[CH:3]=[C:4]([C:10]2[CH:11]=[C:12]3[C:17](=[CH:18][CH:19]=2)[N:16]=[CH:15][C:14]([C:20](=[O:22])[CH3:21])=[C:13]3[NH:23][C@H:24]2[CH2:29][CH2:28][C@H:27]([CH2:30][N:31]([CH3:33])[CH3:32])[CH2:26][CH2:25]2)[CH:5]=[C:6]([F:9])[C:7]=1[OH:8].[ClH:34]>CO>[ClH:1].[ClH:34].[Cl:1][C:2]1[CH:3]=[C:4]([C:10]2[CH:11]=[C:12]3[C:17](=[CH:18][CH:19]=2)[N:16]=[CH:15][C:14]([C:20](=[O:22])[CH3:21])=[C:13]3[NH:23][C@H:24]2[CH2:29][CH2:28][C@H:27]([CH2:30][N:31]([CH3:32])[CH3:33])[CH2:26][CH2:25]2)[CH:5]=[C:6]([F:9])[C:7]=1[OH:8] |f:3.4.5|. Reported procedure: To a suspension of 1-(6-(3-chloro-5-fluoro-4-hydroxyphenyl)-4-((trans-4-((dimethylamino)methyl)cyclohexyl)amino)quinolin-3-yl)ethanone (3.06 g, 6.51 mmol) in methanol (250 mL) was added HCl (1.25 M in MeOH, 25 mL, 31.2 mmol). The resultant suspension was partially concentrated, filtered and rinsed with ethyl acetate to give the desired product (3.10 g, 88%) as a light yellow solid. 1H NMR (500 MHz, MeOD) δ 9.00 (s, 1H), 8.38 (d, J=2.0 Hz, 1H), 8.10 (dd, J=8.7, 2.0 Hz, 1H), 7.93 (d, J=8.7 Hz, 1H)... The reactants are ClCCCO (3-chloro-1-propanol), N(=NC(=O)OCC)C(=O)OCC (diethyl azodicarboxylate), C1(=CC=CC=C1)P(C1=CC=CC=C1)C1=CC=CC=C1 (triphenyl phospine), N1C=CC2=C(C=CC=C12)C=CC1=C(C=CC=C1)O (2-[(1H-indol-4-yl)-ethenyl]-phenol), N(=NC(=O)OCC)C(=O)OCC (diethyl azodicarboxylate), ClCCCO (3-chloro-1-propanol), C1(=CC=CC=C1)P(C1=CC=CC=C1)C1=CC=CC=C1 (triphenylphospine). The solvent is O1CCCC1 (tetrahydrofuran). Run at time 15 hour. The product is ClCCCOC1=C(C=CC=C1)C=CC1=C2C=CNC2=CC=C1 (4-[2-[2-(3-chloropropoxy)-phenyl]-ethenyl]-1H-indol). RXN SMILES: [NH:1]1[C:9]2[C:4](=[C:5]([CH:10]=[CH:11][C:12]3[CH:17]=[CH:16][CH:15]=[CH:14][C:13]=3[OH:18])[CH:6]=[CH:7][CH:8]=2)[CH:3]=[CH:2]1.N(C(OCC)=O)=NC(OCC)=O.[Cl:31][CH2:32][CH2:33][CH2:34]O.C1(P(C2C=CC=CC=2)C2C=CC=CC=2)C=CC=CC=1>O1CCCC1>[Cl:31][CH2:32][CH2:33][CH2:34][O:18][C:13]1[CH:14]=[CH:15][CH:16]=[CH:17][C:12]=1[CH:11]=[CH:10][C:5]1[CH:6]=[CH:7][CH:8]=[C:9]2[C:4]=1[CH:3]=[CH:2][NH:1]2. Reported procedure: Under an inert atmosphere, 235 mg of 2-[(1H-indol-4-yl)-ethenyl]-phenol in 20 ml of tetrahydrofuran with 0.15 ml of diethyl azodicarboxylate, 0.1 ml of 3-chloro-1-propanol, and 262 mg of triphenylphospine were stirred for 5 hours. Then 0.1 ml of 3-chloro-1-propanol, 0.15 ml of diethyl azodicarboxylate and 262 mg of triphenyl phospine were added, and after 15 hours of stirring at ambient temperature, the mixture was concentrated to dryness. The residue was purified by chromatography on silica (el...